This data is from the Open Reaction Database (ORD), a public repository of structured organic reaction records. The task is: describe an organic reaction: reactants, conditions, products, and yield Starting materials: ( D ), ClC1=CN(C2=C1NC1=C(NC2=O)C=CC=C1)C (3-chloro-1-methyl-1,4,9,10-tetrahydropyrrolo[3,2-b]-[1,5]benzodiazepin-10-one), ClCC(=O)Cl (chloroacetyl chloride). Solvent: C(C)#N (acetonitrile). The product is ClC1=CN(C2=C1N(C1=C(NC2=O)C=CC=C1)C(CCl)=O)C (3-Chloro-4-(chloroacetyl)-1-methyl-1,4,9,10-tetrahydropyrrolo[3,2-b][1,5]benzodiazepin-10-one). The yield is 63.0%. As a reaction SMILES: [Cl:1][C:2]1[C:6]2[NH:7][C:8]3[CH:16]=[CH:15][CH:14]=[CH:13][C:9]=3[NH:10][C:11](=[O:12])[C:5]=2[N:4]([CH3:17])[CH:3]=1.[Cl:18][CH2:19][C:20](Cl)=[O:21]>C(#N)C>[Cl:1][C:2]1[C:6]2[N:7]([C:20](=[O:21])[CH2:19][Cl:18])[C:8]3[CH:16]=[CH:15][CH:14]=[CH:13][C:9]=3[NH:10][C:11](=[O:12])[C:5]=2[N:4]([CH3:17])[CH:3]=1. Procedure details: First, 3-chloro-1-methyl-1,4,9,10-tetrahydropyrrolo[3,2-b]-[1,5]benzodiazepin-10-one (1.7 g, 6.86 mmol), is refluxed for 1 hour in a mixture with acetonitrile (50 ml) and chloroacetyl chloride (4.0 ml, 52.9 mmol). The mixture is concentrated in vacuo, the residue is taken up in water (20 ml) and filtered and the solid residue is chromatographed using dichloromethane/cyclohexane/ethyl acetate (1:2:1 v/v) as eluant. A wine-red solid is isolated from the eluate, yielding colorless crystals (1.4 g) ... Starting materials: S1C=C(C=C1)C1=C(N=CO1)C(=O)OC (5-(3-thienyl)-4-methoxycarbonyloxazole), Cl (hydrochloric acid). RXN SMILES: [S:1]1[CH:5]=[CH:4][C:3]([C:6]2[O:10]C=[N:8][C:7]=2C(OC)=O)=[CH:2]1.[ClH:15]>>[ClH:15].[S:1]1[CH:5]=[CH:4][C:3]([C:6]([CH2:7][NH2:8])=[O:10])=[CH:2]1 |f:2.3|. Yields the product Cl.S1C=C(C=C1)C(=O)CN (N-[(3-thienylcarbonyl)methyl]amine hydrochloride). Procedure details: A mixture of 20.9 g of 5-(3-thienyl)-4-methoxycarbonyloxazole and 100 ml of 6N hydrochloric acid is stirred at 80° to 90° C. for 4 hours. Then, the reaction mixture is condensed under reduced pressure, and the residue is crystallized with acetone. 16.2 g of N-[(3-thienylcarbonyl)methyl]amine hydrochloride are thereby obtained. Conditions: time 4 hour. Isolated yield 91.0%. Product: N1C(CCCC1)C(=O)C1=CC=C(C=C1)NC(=O)C=1CCOC2=C(C1)C=C(C=C2)C2=CC=C(C=C2)C (N-(4-(piperidin-2-ylcarbonyl)-phenyl)-7-(4-methyl-phenyl)-2,3-dihydro-1-benzoxepine-4-carboxamide). The yield is 72.9%. Conditions: time 2 hour. Reaction SMILES: C(OC([N:8]1[CH2:13][CH2:12][CH2:11][CH2:10][CH:9]1[C:14]([C:16]1[CH:21]=[CH:20][C:19]([NH:22][C:23]([C:25]2[CH2:26][CH2:27][O:28][C:29]3[CH:35]=[CH:34][C:33]([C:36]4[CH:41]=[CH:40][C:39]([CH3:42])=[CH:38][CH:37]=4)=[CH:32][C:30]=3[CH:31]=2)=[O:24])=[CH:18][CH:17]=1)=[O:15])=O)(C)(C)C.Cl>CO.C(OCC)(=O)C>[NH:8]1[CH2:13][CH2:12][CH2:11][CH2:10][CH:9]1[C:14]([C:16]1[CH:17]=[CH:18][C:19]([NH:22][C:23]([C:25]2[CH2:26][CH2:27][O:28][C:29]3[CH:35]=[CH:34][C:33]([C:36]4[CH:37]=[CH:38][C:39]([CH3:42])=[CH:40][CH:41]=4)=[CH:32][C:30]=3[CH:31]=2)=[O:24])=[CH:20][CH:21]=1)=[O:15]. The reactants are C(C)(C)(C)OC(=O)N1C(CCCC1)C(=O)C1=CC=C(C=C1)NC(=O)C=1CCOC2=C(C1)C=C(C=C2)C2=CC=C(C=C2)C (N-(4-(1-(tert-butoxycarbonyl)piperidin-2-ylcarbonyl)-phenyl)-7-(4-methylphenyl)-2,3-dihydro-1-benzoxepine-4-carboxamide), Cl (hydrochloric acid). Run in CO (methanol), C(C)(=O)OCC (ethyl acetate). Procedure: In methanol (100ml) and ethyl acetate (150ml) was dissolved N-(4-(1-(tert-butoxycarbonyl)piperidin-2-ylcarbonyl)-phenyl)-7-(4-methylphenyl)-2,3-dihydro-1-benzoxepine-4-carboxamide (1.0g), and to the mixture was added hydrochloric acid (17ml). The mixture was stirred at room temperature for 2 hours, concentrated and neutralized with sodium hydrogen carbonate solution. The mixture was extracted with ethyl acetate. The organic layer was washed with water and saturated sodium chloride solution, and ...